This data is from the Open Reaction Database (ORD), a public repository of structured organic reaction records. The task is: describe an organic reaction: reactants, conditions, products, and yield The product is C(C)OC(=O)C1C(CCC1)NCC1=CC=CC=C1 (2-benzylamino-cyclopentanecarboxylic acid ethyl ester). Conditions: temperature 50 celsius, time 16 hour. As a reaction SMILES: [CH2:1]([O:3][C:4]([CH:6]1[CH2:10][CH2:9][CH2:8][C:7]1=O)=[O:5])[CH3:2].[CH2:12]([NH2:19])[C:13]1[CH:18]=[CH:17][CH:16]=[CH:15][CH:14]=1.C([BH3-])#N.[Na+]>C(O)C.C(O)(=O)C>[CH2:1]([O:3][C:4]([CH:6]1[CH2:10][CH2:9][CH2:8][CH:7]1[NH:19][CH2:12][C:13]1[CH:18]=[CH:17][CH:16]=[CH:15][CH:14]=1)=[O:5])[CH3:2] |f:2.3|. Solvent: C(C)O (ethanol). Procedure: A solution of 2-oxo-cyclopentanecarboxylic acid ethyl ester (3.00 g, 19.2 mmol) in ethanol (20 mL) was treated with benzylamine (2.10 mL, 19.2 mmol), sodium cyanoborohydride (2.42 g, 38.4 mmol), glacial acetic acid (10 drops) and stirred for 16 h at 50° C. After cooling to 25° C. the solvent was removed in vacuo, the crude material was redissolved in ethyl acetate (100 mL) and washed with saturated aqueous sodium bicarbonate solution (100 mL). The aqueous layer was discarded and the organic laye... Reagents/catalysts: C(C)(=O)O (acetic acid). Reactants: C(C)OC(=O)C1C(CCC1)=O (2-oxo-cyclopentanecarboxylic acid ethyl ester), C(C1=CC=CC=C1)N (benzylamine), C(#N)[BH3-].[Na+] (sodium cyanoborohydride). Yield: 44.2%.